This data is from the Open Reaction Database (ORD), a public repository of structured organic reaction records. The task is: describe an organic reaction: reactants, conditions, products, and yield Yields the product COC(C1=C(C=CC=C1)C=C1CCN(CC1)C)=O (2-(1-methyl-piperidin-4-ylidenemethyl)-benzoic acid methyl ester). Yield: 21.2%. The solvent is C1CCOC1 (THF), C1CCOC1 (THF). Starting materials: CN1CCC(CC1)=O (1-methyl-piperidin-4-one), [H-].[Na+] (NaH), COC(C1=C(C=CC=C1)CP(=O)(OCC)OCC)=O (2-(diethoxy-phosphorylmethyl)-benzoic acid methyl ester), C1COCCOCCOCCOCCO1 (15-crown-5). Reaction conditions: time 3.5 hour. Reported procedure: NaH (55-65%, 231 mg; 5.3 mmol; 1.2 eq.) was added to a cold (0° C.) solution of 2-(diethoxy-phosphorylmethyl)-benzoic acid methyl ester (from Intermediate B11 step 1) (1.52 g; 5.3 mmol; 1.2 eq.) and 15-crown-5 (26 μL; 0.13 mmol; 0.03 eq.) in THF (5 mL) and the reaction mixture was stirred at room temperature for 30 minutes whereupon a solution of 1-methyl-piperidin-4-one (500 mg; 4.42 mmol; 1 eq.) in THF (5 mL) was added dropwise over 10 minutes at 0° C. The resulting mixture was stirred at room... As a reaction SMILES: [H-].[Na+].[CH3:3][O:4][C:5](=[O:21])[C:6]1[CH:11]=[CH:10][CH:9]=[CH:8][C:7]=1[CH2:12]P(OCC)(OCC)=O.C1OCCOCCOCCOCCOC1.[CH3:37][N:38]1[CH2:43][CH2:42][C:41](=O)[CH2:40][CH2:39]1>C1COCC1>[CH3:3][O:4][C:5](=[O:21])[C:6]1[CH:11]=[CH:10][CH:9]=[CH:8][C:7]=1[CH:12]=[C:41]1[CH2:42][CH2:43][N:38]([CH3:37])[CH2:39][CH2:40]1 |f:0.1|. The reactants are Br, CC(=O)OCCCCCCCCC(=O)Cl, C=[N+]=[N-]. The product is CC(=O)OCCCCCCCCC(=O)CBr. Reaction SMILES: [BrH:19].[C:1]([CH3:2])(=[O:3])[O:4][CH2:5][CH2:6][CH2:7][CH2:8][CH2:9][CH2:10][CH2:11][CH2:12][C:13](=[O:14])[Cl:15].[N+:16](=[N-:17])=[CH2:18]>>[C:1]([CH3:2])(=[O:3])[O:4][CH2:5][CH2:6][CH2:7][CH2:8][CH2:9][CH2:10][CH2:11][CH2:12][C:13](=[O:14])[CH2:18][Br:19]. The reactants are [N+](=O)(O)[O-] (nitric acid), C(C)(C)C1=C(C(=CC=C1)C(C)C)O (2,6-diisopropylphenol), C(C)(=O)OCC (ethyl acetate). Solvent: C(C)(=O)O (acetic acid). Conditions: temperature 0 celsius, time 30 minute. Yields the product C(C)(C)C1=C(C(=CC(=C1)[N+](=O)[O-])C(C)C)O (2,6-Diisopropyl-4-nitrophenol). As a reaction SMILES: [N+:1]([O-:4])(O)=[O:2].[CH:5]([C:8]1[CH:13]=[CH:12][CH:11]=[C:10]([CH:14]([CH3:16])[CH3:15])[C:9]=1[OH:17])([CH3:7])[CH3:6].C(OCC)(=O)C>C(O)(=O)C>[CH:14]([C:10]1[CH:11]=[C:12]([N+:1]([O-:4])=[O:2])[CH:13]=[C:8]([CH:5]([CH3:7])[CH3:6])[C:9]=1[OH:17])([CH3:16])[CH3:15]. Procedure: 78.3 mmol (4.93 g) of fuming nitric acid are added dropwise to a solution, cooled to 0° C., of 53.9 mmol (9.62 g) of 2,6-diisopropylphenol in 350 ml of acetic acid. The reaction mixture is stirred at 0° C. for 1 hour 30 minutes and is then poured into a mixture of ethyl acetate and ice. The organic phase is isolated and then washed with water. After drying and evaporating off the solvent, an oily residue is recovered which is purified by chromatography on silica gel using a petroleum ether: ethy...